The task is: describe an organic reaction: reactants, conditions, products, and yield. This data is from the Open Reaction Database (ORD), a public repository of structured organic reaction records. The reactants are COC([C@H](N)CC1=CC=CC=C1)=O (D-phenylalanine methyl ester), Cl (HCl), [OH-].[Na+] (NaOH). The reagents and catalysts are COC([C@@H](N)CC1=CC=CC=C1)=O (L-phenylalanine methyl ester). Run in O (water). Conditions: temperature 2 celsius. Yields the product Cl.COC([C@H](N)CC1=CC=CC=C1)=O (D-phenylalanine methyl ester hydrochloride). The yield is 78.8%. Reaction SMILES: [CH3:1][O:2][C:3](=[O:13])[C@@H:4]([CH2:6][C:7]1[CH:12]=[CH:11][CH:10]=[CH:9][CH:8]=1)[NH2:5].[ClH:14].[OH-].[Na+]>O.COC(=O)[C@H](CC1C=CC=CC=1)N>[ClH:14].[CH3:1][O:2][C:3](=[O:13])[C@@H:4]([CH2:6][C:7]1[CH:12]=[CH:11][CH:10]=[CH:9][CH:8]=1)[NH2:5] |f:2.3,6.7|. Reported procedure: An aqueous solution of 153.2 mmol of D-phenylalanine methyl ester and 4.6 mmol of L-phenylalanine methyl ester (D/L ratio=97.1/2.9) and 335 mmol of HCl in 400 ml of pure water was neutralized to pH 3 with a 20% NaOH aqueous solution and concentrated to a weight of 100 g by means of a rotary evaporator. The concentrate was cooled to about 2° C., and the precipitated crystals were collected by filtration by suction. There was obtained 120.7 mmol of D-phenylalanine methyl ester hydrochloride having... Reactants: C(C)OC(CC=1C(=NN(C1C)C)C)=O ((1,3,5-trimethyl-1H-pyrazol-4-yl)-acetic acid ethyl ester), [H-].C(C(C)C)[Al+]CC(C)C (diisobutylaluminum hydride). Run in O1CCCC1 (tetrahydrofuran). Conditions: temperature -78 celsius, time 2 hour. Product: CN1N=C(C(=C1C)CC=O)C ((1,3,5-Trimethyl-1H-pyrazol-4-yl)-acetaldehyde). Reaction SMILES: C([O:3][C:4](=O)[CH2:5][C:6]1[C:7]([CH3:13])=[N:8][N:9]([CH3:12])[C:10]=1[CH3:11])C.[H-].C([Al+]CC(C)C)C(C)C>O1CCCC1>[CH3:12][N:9]1[C:10]([CH3:11])=[C:6]([CH2:5][CH:4]=[O:3])[C:7]([CH3:13])=[N:8]1 |f:1.2|. Reported procedure: Dissolve (1,3,5-trimethyl-1H-pyrazol-4-yl)-acetic acid ethyl ester (2.8 g, 14.3 mmol) in tetrahydrofuran (200 mL) and cool to −78° C. Add diisobutylaluminum hydride (42.8 mL, 42.8 mmol, 1 M in toluene) dropwise over 30 min. Stir an additional 2 hr. at −78° C. Partition between saturated aqueous potassium sodium tartrate solution (150 mL) and ethyl acetate (500 mL) and stir for 16 hr. at room temperature. Separate organic layer, dry (sodium sulfate), filter, concentrate and purify (silica gel chr... The reactants are CC(=O)C1=CC(OC)=C(O)C=C1 (acetovanillone), BrCCCCCCl (1-bromo-5-chloropentane), C([O-])([O-])=O.[K+].[K+] (potassium carbonate). Run in CC(=O)C (acetone). The product is ClCCCCCOC1=C(C=C(C=C1)C(C)=O)OC (1-[4-(5-Chloropentoxy)-3-methoxyphenyl]ethanone). RXN SMILES: [CH3:1][C:2]([C:4]1[CH:12]=[CH:11][C:9]([OH:10])=[C:6]([O:7][CH3:8])[CH:5]=1)=[O:3].Br[CH2:14][CH2:15][CH2:16][CH2:17][CH2:18][Cl:19].C(=O)([O-])[O-].[K+].[K+]>CC(C)=O>[Cl:19][CH2:18][CH2:17][CH2:16][CH2:15][CH2:14][O:10][C:9]1[CH:11]=[CH:12][C:4]([C:2](=[O:3])[CH3:1])=[CH:5][C:6]=1[O:7][CH3:8] |f:2.3.4|. Reported procedure: A mixture of 59.7 g (0.36 mole) of acetovanillone, 100 g (0.539 mole) of 1-bromo-5-chloropentane and 138 g (1 mole) of anhydrous potassium carbonate in 1 liter of acetone was heated at reflux for 20 hr. The mixture was filtered and the filtrate was concentrated under reduced pressure to give an oil which crystallized in petroleum ether (30°-60° C.). The solid was collected by filtration, washed with petroleum ether and dried to yield 81.4 g (84%) of fluffy, white solid. The solid was recrystalli... Starting materials: COC=1C=C2C(=CC=NC2=CC1OC)OC1=C(C(=O)OCC)C=C(C=C1)OC (Ethyl 2-(6,7-dimethoxyquinolin-4-yloxy)-5-methoxybenzoate), [OH-].[Li+] (lithium hydroxide), C(C)O (ethanol). The solvent is O (water). Reaction conditions: time 8 hour. The product is COC=1C=C2C(=CC=NC2=CC1OC)OC1=C(C(=O)O)C=C(C=C1)OC (2-(6,7-Dimethoxyquinolin-4-yloxy)-5-methoxybenzoic acid). Yield: 105.6%. RXN SMILES: [CH3:1][O:2][C:3]1[CH:4]=[C:5]2[C:10](=[CH:11][C:12]=1[O:13][CH3:14])[N:9]=[CH:8][CH:7]=[C:6]2[O:15][C:16]1[CH:26]=[CH:25][C:24]([O:27][CH3:28])=[CH:23][C:17]=1[C:18]([O:20]CC)=[O:19].[OH-].[Li+].C(O)C>O>[CH3:1][O:2][C:3]1[CH:4]=[C:5]2[C:10](=[CH:11][C:12]=1[O:13][CH3:14])[N:9]=[CH:8][CH:7]=[C:6]2[O:15][C:16]1[CH:26]=[CH:25][C:24]([O:27][CH3:28])=[CH:23][C:17]=1[C:18]([OH:20])=[O:19] |f:1.2|. Procedure: Ethyl 2-(6,7-dimethoxyquinolin-4-yloxy)-5-methoxybenzoate (143 mg) and lithium hydroxide (78 mg) were suspended in a mixed solvent composed of ethanol (10 ml) and water (1 ml), and the suspension was stirred at room temperature overnight. The solvent was then removed therefrom by distillation under the reduced pressure. Water was added to the residue, and the resultant solution was neutralized with 12N hydrochloric acid. The mixture was then extracted with chloroform. The chloroform layer was wa... Starting materials: FC1=C(C#N)C=CC(=C1)O (2-Fluoro-4-hydroxybenzonitrile), N1C=NC=C1 (imidazole), CC(C)(C)[Si](C)(C)Cl (TBDMSCl). Solvent: CN(C)C=O (DMF). Reaction conditions: temperature 0 celsius, time 1 hour. Product: [Si](C)(C)(C(C)(C)C)OC1=CC(=C(C#N)C=C1)F (4-(Tert-butyldimethylsilyloxy)-2-fluorobenzonitrile). Isolated yield 73.0%. Reaction SMILES: [F:1][C:2]1[CH:9]=[C:8]([OH:10])[CH:7]=[CH:6][C:3]=1[C:4]#[N:5].N1C=CN=C1.[CH3:16][C:17]([Si:20](Cl)([CH3:22])[CH3:21])([CH3:19])[CH3:18]>CN(C=O)C>[Si:20]([O:10][C:8]1[CH:7]=[CH:6][C:3]([C:4]#[N:5])=[C:2]([F:1])[CH:9]=1)([C:17]([CH3:19])([CH3:18])[CH3:16])([CH3:22])[CH3:21]. Procedure details: 2-Fluoro-4-hydroxybenzonitrile (30.1 g; manufactured by Wako Pure Chemical Industries, Ltd.) and imidazole (18.3 g; manufactured by Tokyo Chemical Industry Co., Ltd.) were dissolved in dehydrated DMF (436 mL; manufactured by Kanto Chemical Co., Inc.), and the solution was cooled to 0° C. Subsequently, TBDMSCl (48.3 g; manufactured by Tokyo Chemical Industry Co., Ltd.) was added thereto, and the mixture was stirred for one hour while the temperature was raised to room temperature. The solvent was... The reactants are O=C(O)Cc1csc(C(=O)c2ccccc2)c1, CO. The product is COC(=O)Cc1csc(C(=O)c2ccccc2)c1. As a reaction SMILES: [C:1]([c:2]1[cH:3][cH:4][cH:5][cH:6][cH:7]1)(=[O:8])[c:9]1[cH:10][c:11]([CH2:14][C:15](=[O:16])[OH:17])[cH:12][s:13]1.[CH3:18][OH:19]>>[C:1]([c:2]1[cH:3][cH:4][cH:5][cH:6][cH:7]1)(=[O:8])[c:9]1[cH:10][c:11]([CH2:14][C:15](=[O:16])[O:17][CH3:18])[cH:12][s:13]1. Starting materials: O1N=C(C2=C1C=CC=C2)NC(=O)N2CCN(CC2)C2=NC(=NS2)N2CCC(CC2)C(=O)OCC (ethyl 1-(5-{4-[(1,2-benzisoxazol-3-ylamino)carbonyl]piperazin-1-yl}-1,2,4-thiadiazol-3-yl)piperidine-4-carboxylate), [OH-].[Na+] (sodium hydroxide), O1CCCC1 (tetrahydrofuran). Run in C(C)O (ethanol). The product is O1N=C(C2=C1C=CC=C2)NC(=O)N2CCN(CC2)C2=NC(=NS2)N2CCC(CC2)C(=O)O (1-(5-{4-[(1,2-Benzisoxazol-3-ylamino)carbonyl]piperazin-1-yl}-1,2,4-thiadiazol-3-yl)piperidine-4-carboxylic acid). The yield is 30.0%. As a reaction SMILES: [O:1]1[C:5]2[CH:6]=[CH:7][CH:8]=[CH:9][C:4]=2[C:3]([NH:10][C:11]([N:13]2[CH2:18][CH2:17][N:16]([C:19]3[S:23][N:22]=[C:21]([N:24]4[CH2:29][CH2:28][CH:27]([C:30]([O:32]CC)=[O:31])[CH2:26][CH2:25]4)[N:20]=3)[CH2:15][CH2:14]2)=[O:12])=[N:2]1.[OH-].[Na+].O1CCCC1>C(O)C>[O:1]1[C:5]2[CH:6]=[CH:7][CH:8]=[CH:9][C:4]=2[C:3]([NH:10][C:11]([N:13]2[CH2:18][CH2:17][N:16]([C:19]3[S:23][N:22]=[C:21]([N:24]4[CH2:25][CH2:26][CH:27]([C:30]([OH:32])=[O:31])[CH2:28][CH2:29]4)[N:20]=3)[CH2:15][CH2:14]2)=[O:12])=[N:2]1 |f:1.2|. Procedure: A mixed solution of ethyl 1-(5-{4-[(1,2-benzisoxazol-3-ylamino)carbonyl]piperazin-1-yl}-1,2,4-thiadiazol-3-yl)piperidine-4-carboxylate (60.0 mg, 0.124 mmol), an aqueous 1 N sodium hydroxide solution (0.992 ml, 0.992 mmol), tetrahydrofuran (3 ml) and ethanol (3 ml) was stirred at 80° C. for 5 hours. The solvent was distilled off under reduced pressure. The residue was adjusted to pH 3 by addition of an aqueous 1 N sodium hydroxide solution. A solid was separated by filtration and washed with wate... The reactants are CCOC(=O)c1csc(N2CC(C(C)(C)C)C2O[SiH](c2ccccc2)c2ccccc2)n1, CNCCO[Si](c1ccccc1)(c1ccccc1)C(C)(C)C, C[Al](C)C, CC(=O)O, CCOC(C)=O, c1ccccc1. Product: CN(CCO[Si](c1ccccc1)(c1ccccc1)C(C)(C)C)C(=O)c1csc(N2CC(C(C)(C)C)C2O[SiH](c2ccccc2)c2ccccc2)n1. RXN SMILES: [C:1]([CH3:2])([CH3:3])([CH3:4])[CH:5]1[CH:6]([O:19][SiH:20]([c:21]2[cH:22][cH:23][cH:24][cH:25][cH:26]2)[c:27]2[cH:28][cH:29][cH:30][cH:31][cH:32]2)[N:7]([c:9]2[s:10][cH:11][c:12]([C:14](=[O:15])[O:16][CH2:17][CH3:18])[n:13]2)[CH2:8]1.[C:37]([CH3:38])([CH3:39])([CH3:40])[Si:41]([O:42][CH2:43][CH2:44][NH:45][CH3:46])([c:47]1[cH:48][cH:49][cH:50][cH:51][cH:52]1)[c:53]1[cH:54][cH:55][cH:56][cH:57][cH:58]1.[CH3:33][Al:34]([CH3:35])[CH3:36].[CH3:59][C:60](=[O:61])[OH:62].[CH3:63][CH2:64][O:65][C:66](=[O:67])[CH3:68].[cH:69]1[cH:70][cH:71][cH:72][cH:73][cH:74]1>>[C:1]([CH3:2])([CH3:3])([CH3:4])[CH:5]1[CH:6]([O:19][SiH:20]([c:21]2[cH:22][cH:23][cH:24][cH:25][cH:26]2)[c:27]2[cH:28][cH:29][cH:30][cH:31][cH:32]2)[N:7]([c:9]2[s:10][cH:11][c:12]([C:14](=[O:15])[N:45]([CH2:44][CH2:43][O:42][Si:41]([C:37]([CH3:38])([CH3:39])[CH3:40])([c:47]3[cH:48][cH:49][cH:50][cH:51][cH:52]3)[c:53]3[cH:54][cH:55][cH:56][cH:57][cH:58]3)[CH3:46])[n:13]2)[CH2:8]1.